From a dataset of the Open Reaction Database (ORD), a public repository of structured organic reaction records. describe an organic reaction: reactants, conditions, products, and yield Starting materials: CCO, O=N[O-], Nc1c(Br)cc(C(=O)O)cc1OC(F)(F)F, [Na+], O, O=S(=O)(O)O. The product is O=C(O)c1cc(Br)cc(OC(F)(F)F)c1. RXN SMILES: [CH3:17][CH2:18][OH:19].[N:25]([O-:26])=[O:27].[NH2:1][c:2]1[c:3]([Br:16])[cH:4][c:5]([C:6](=[O:7])[OH:8])[cH:9][c:10]1[O:11][C:12]([F:13])([F:14])[F:15].[Na+:28].[OH2:29].[S:20](=[O:21])(=[O:22])([OH:23])[OH:24]>>[cH:2]1[c:3]([Br:16])[cH:4][c:5]([C:6](=[O:7])[OH:8])[cH:9][c:10]1[O:11][C:12]([F:13])([F:14])[F:15]. Starting materials: CON=C1CCc2c(Br)cccc21, CCO, [Na+], [Na+], O=C([O-])[O-], O, OB(O)c1cccnc1. The product is CON=C1CCc2c1cccc2-c1cccnc1. Reaction SMILES: [CH3:1][O:2][N:3]=[C:4]1[CH2:5][CH2:6][c:7]2[c:8]([Br:13])[cH:9][cH:10][cH:11][c:12]21.[CH3:29][CH2:30][OH:31].[Na+:23].[Na+:24].[O-:25][C:26](=[O:27])[O-:28].[OH2:32].[n:14]1[cH:15][c:16]([B:20]([OH:21])[OH:22])[cH:17][cH:18][cH:19]1>>[CH3:1][O:2][N:3]=[C:4]1[CH2:5][CH2:6][c:7]2[c:8](-[c:16]3[cH:15][n:14][cH:19][cH:18][cH:17]3)[cH:9][cH:10][cH:11][c:12]21. Reactants: P(=O)(Cl)(Cl)Cl (phosphorus oxychloride), C(Cl)Cl (DCM), CN(C)C=O (DMF), C(Cl)Cl (DCM), ice, C(Cl)Cl (DCM), ice, C1(CCCCC1)=O (cyclohexanone). Reaction conditions: time 10 minute. The product is ClC1=C(CCCC1=CO)C=O (2-chloro-3-hydroxymethylene-cyclohex-1-enecarbaldehyde). Isolated yield 34.0%. RXN SMILES: CN([CH:4]=[O:5])C.P(Cl)(Cl)(Cl)=O.[C:11]1(=[O:17])[CH2:16][CH2:15][CH2:14][CH2:13][CH2:12]1.[CH2:18]([Cl:20])Cl>>[Cl:20][C:18]1[C:12](=[CH:11][OH:17])[CH2:13][CH2:14][CH2:15][C:16]=1[CH:4]=[O:5]. Reported procedure: To a 500 mL flask were added DCM (40 mL) and DMF (40 mL). The mixture was cooled in an ice bath and then a solution of phosphorus oxychloride (37 mL) in DCM (35 mL) was added dropwise over approx. 1 h. To the still cool reaction mixture was added cyclohexanone (10 g, 0.10 mol) dropwise over 20 min. The mixture was stirred for a further 10 min and then was then heated at reflux for 3.5 h. After cooling to rt the mixture was poured onto 200 g of ice and then stirred until the ice melted. The mixtu...